describe an organic reaction: reactants, conditions, products, and yield From a dataset of the Open Reaction Database (ORD), a public repository of structured organic reaction records. Reactants: C(C1=CC=CC=C1)OC1=C(C2=C(C(N3[C@H]([C@@H](N2C(=O)OCC[Si](C)(C)C)O)CCC3)=O)C=C1OC)OC ((11S,11aS)-8-benzyloxy-7,9-dimethoxy-11-hydroxy-10-N-(2′-trimethylsilylethoxycarbonyl)-1,2,3,10,11,11a-hexahydro-5H-pyrrolo[2,1-c][1,4] benzodiazepin-5-one). The reagents and catalysts are [Pd] (Pd/C). Run in CCO (EtOH). The product is OC1=C(C2=C(C(N3[C@H]([C@@H](N2C(=O)OCC[Si](C)(C)C)O)CCC3)=O)C=C1OC)OC ((11S,11aS)-8,11-dihydroxy-7,9-dimethoxy-10-N-(2′-trimethylsilylethoxycarbonyl)-1,2,3,10,11,11a-hexahydro-5H-pyrrolo[2,1-c][1,4]benzodiazepin-5-one). Isolated yield 90.5%. RXN SMILES: C([O:8][C:9]1[C:33]([O:34][CH3:35])=[CH:32][C:12]2[C:13](=[O:31])[N:14]3[CH2:30][CH2:29][CH2:28][C@H:15]3[C@H:16]([OH:27])[N:17]([C:18]([O:20][CH2:21][CH2:22][Si:23]([CH3:26])([CH3:25])[CH3:24])=[O:19])[C:11]=2[C:10]=1[O:36][CH3:37])C1C=CC=CC=1>[Pd].CCO>[OH:8][C:9]1[C:33]([O:34][CH3:35])=[CH:32][C:12]2[C:13](=[O:31])[N:14]3[CH2:30][CH2:29][CH2:28][C@H:15]3[C@H:16]([OH:27])[N:17]([C:18]([O:20][CH2:21][CH2:22][Si:23]([CH3:26])([CH3:24])[CH3:25])=[O:19])[C:11]=2[C:10]=1[O:36][CH3:37]. Procedure: 10% Pd/C catalyst (0.22 g) was added to a solution of the substrate 128 (0.95 g, 2.1 mmol) in absolute EtOH (200 mL). The reaction mixture was hydrogenated under pressure using a Parr hydrogenator at 55 psi H2 for 18 h. The reaction mixture was filtered through celite, and the celite washed with hot EtOH, taking care not to allow the filtration pad to dry out. Removal of excess solvent afforded the product as a colourless glass (0.84 g, 1.9 mmol, 92%); 1H NMR (270 MHz, CDCl3) δ 0.07 (s, 9H), 0.9... Reactants: C1(=CC=CC=C1)S(=O)CC1=C(C(C)=O)[C@]2(CC=C3[C@]4(CCC(C=C4CC[C@H]3[C@@H]2C1)=O)C)C (16-(Phenylsulfinylmethyl)pregn-4,9(11),16-triene-3,20-dione), C(Cl)Cl (Methylene chloride), COP(OC)OC (trimethylphosphite). Run in C1(=CC=CC=C1)C (toluene), CO (methanol). Product: O[C@]1(C(C)=O)C(C[C@H]2[C@@H]3CCC4=CC(CC[C@]4(C)C3=CC[C@]12C)=O)=C (17α-Hydroxy-16-methylenepregna-4,9(11)-diene-3,20-dione). As a reaction SMILES: C1(S([CH2:9][C:10]2[CH2:29][C@@H:28]3[C@:15]([CH3:32])([CH2:16][CH:17]=[C:18]4[C@H:27]3[CH2:26][CH2:25][C:24]3[C@:19]4([CH3:31])[CH2:20][CH2:21][C:22](=[O:30])[CH:23]=3)[C:11]=2[C:12](=[O:14])[CH3:13])=O)C=CC=CC=1.C[O:34]P(OC)OC.C(Cl)Cl>C1(C)C=CC=CC=1.CO>[OH:34][C@:11]1([C@:15]2([CH3:32])[C@H:28]([C@H:27]3[C:18](=[CH:17][CH2:16]2)[C@:19]2([CH3:31])[C:24](=[CH:23][C:22](=[O:30])[CH2:21][CH2:20]2)[CH2:25][CH2:26]3)[CH2:29][C:10]1=[CH2:9])[C:12](=[O:14])[CH3:13]. Procedure: A mixture of 16-(phenylsulfinylmethyl)pregn-4,9(11),16-triene-3,20-dione (VIA, Example 14, 100 mg) in toluene (1 ml) and methanol (0.14 ml) containing 53 μl of trimethylphosphite was heated for 16 hrs at 65° in a sealed vial. TLC showed the reaction to be complete. Methylene chloride was added, the reaction mixture washed with water, the organic phase separated, dried and concentrated under reduced pressure to give the title compound. NMR (CDCl3) 0.77, 1.35, 2.31, 5.10, 5.27, 5.57 and 5.75 δ.